describe an organic reaction: reactants, conditions, products, and yield From a dataset of the Open Reaction Database (ORD), a public repository of structured organic reaction records. Reactants: [N+](=O)([O-])C1=CC(=C(OCCN(C)CCC2=CC=C(C=C2)[N+](=O)[O-])C=C1)N1C=CC=C1 (1-[4-Nitro-2-(1H-pyrrol-1-yl)phenoxy]-2-[N-(4-nitrophenethyl)-N-methylamino]ethane), [H][H] (hydrogen). Reagents/catalysts: [Pd] (Pd/C). The solvent is C(C)(=O)OCC (ethyl acetate), CO (methanol). Yields the product NC1=CC(=C(OCCN(C)CCC2=CC=C(C=C2)N)C=C1)N1C=CC=C1 (1-[4-amino-2-(1H-pyrrol-1-yl)phenoxy]-2-[N-(4-aminophenethyl)-N-methylamino]ethane). Yield: 99.0%. Reaction SMILES: [N+:1]([C:4]1[CH:25]=[CH:24][C:7]([O:8][CH2:9][CH2:10][N:11]([CH2:13][CH2:14][C:15]2[CH:20]=[CH:19][C:18]([N+:21]([O-])=O)=[CH:17][CH:16]=2)[CH3:12])=[C:6]([N:26]2[CH:30]=[CH:29][CH:28]=[CH:27]2)[CH:5]=1)([O-])=O.[H][H]>C(OCC)(=O)C.CO.[Pd]>[NH2:1][C:4]1[CH:25]=[CH:24][C:7]([O:8][CH2:9][CH2:10][N:11]([CH2:13][CH2:14][C:15]2[CH:20]=[CH:19][C:18]([NH2:21])=[CH:17][CH:16]=2)[CH3:12])=[C:6]([N:26]2[CH:30]=[CH:29][CH:28]=[CH:27]2)[CH:5]=1. Reported procedure: 1-[4-Nitro-2-(1H-pyrrol-1-yl)phenoxy]-2-[N-(4-nitrophenethyl)-N-methylamino]ethane (0.71 g, 1.73 mmol) was dissolved in 80 ml of a 1:1 solvent system of ethyl acetate and methanol and, after slowly adding 10% Pd/C (0.2 g), the solution was stirred at an ordinary temperature for 3 h as hydrogen gas was injected. Thereafter, the reaction mixture was filtered through Celite and the filtrate was evaporated to yield the compound 1-[4-amino-2-(1H-pyrrol-1-yl)phenoxy]-2-[N-(4-aminophenethyl)-N-methylam... The reactants are CCCBr, Cl, CC(C)(C)c1ccc(OCC2CNCCC2c2ccc(F)cc2)cc1. Product: Cl, CCCN1CCC(c2ccc(F)cc2)C(COc2ccc(C(C)(C)C)cc2)C1. As a reaction SMILES: [CH2:27]([CH2:28][CH3:29])[Br:30].[ClH:1].[F:2][c:3]1[cH:4][cH:5][c:6]([CH:9]2[CH:10]([CH2:15][O:16][c:17]3[cH:18][cH:19][c:20]([C:23]([CH3:24])([CH3:25])[CH3:26])[cH:21][cH:22]3)[CH2:11][NH:12][CH2:13][CH2:14]2)[cH:7][cH:8]1>>[ClH:1].[F:2][c:3]1[cH:4][cH:5][c:6]([CH:9]2[CH:10]([CH2:15][O:16][c:17]3[cH:18][cH:19][c:20]([C:23]([CH3:24])([CH3:25])[CH3:26])[cH:21][cH:22]3)[CH2:11][N:12]([CH2:27][CH2:28][CH3:29])[CH2:13][CH2:14]2)[cH:7][cH:8]1.